Dataset: the Open Reaction Database (ORD), a public repository of structured organic reaction records. Task: describe an organic reaction: reactants, conditions, products, and yield Starting materials: CC(C)=O, CO, CSc1ccc(C(CC2CC(=O)C2)C(=O)O)cc1Cl, [K+], O=[Mn](=O)(=O)[O-], O. The product is CS(=O)(=O)c1ccc(C(CC2CC(=O)C2)C(=O)O)cc1Cl. Reaction SMILES: [CH3:27][C:28](=[O:29])[CH3:30].[CH3:31][OH:32].[Cl:1][c:2]1[cH:3][c:4]([CH:10]([C:11](=[O:12])[OH:13])[CH2:14][CH:15]2[CH2:16][C:17](=[O:19])[CH2:18]2)[cH:5][cH:6][c:7]1[S:8][CH3:9].[K+:25].[Mn:20](=[O:21])([O-:22])(=[O:23])=[O:24].[OH2:26]>>[Cl:1][c:2]1[cH:3][c:4]([CH:10]([C:11](=[O:12])[OH:13])[CH2:14][CH:15]2[CH2:16][C:17](=[O:19])[CH2:18]2)[cH:5][cH:6][c:7]1[S:8]([CH3:9])(=[O:21])=[O:26].